This data is from the Open Reaction Database (ORD), a public repository of structured organic reaction records. The task is: describe an organic reaction: reactants, conditions, products, and yield The product is Cc1cc(CO)ccc1Cl. The reactants are B, C1CCOC1, Cc1cc(C(=O)O)ccc1Cl. As a reaction SMILES: [BH3:12].[CH2:13]1[O:14][CH2:15][CH2:16][CH2:17]1.[Cl:1][c:2]1[c:3]([CH3:11])[cH:4][c:5]([C:6](=[O:7])[OH:8])[cH:9][cH:10]1>>[Cl:1][c:2]1[c:3]([CH3:11])[cH:4][c:5]([CH2:6][OH:7])[cH:9][cH:10]1.